Dataset: the Open Reaction Database (ORD), a public repository of structured organic reaction records. Task: describe an organic reaction: reactants, conditions, products, and yield Reactants: C(C)(C)(C)[C@@H]1NC(O[C@H]2[C@H](CC/C=C/CC=3C(=NC=4C=CC=CC4C3O)O[C@@H]3C[C@H](N(C1=O)C3)C(=O)N[C@]3([C@@H](C3)C=C)C(NS(=O)(=O)C3CC3)=O)CCC2)=O ((3aR,7S,10S,12R,21E,24aS)-7-tert-butyl-N-{(1R,2S)-1-[(cyclopropylsulfonyl)carbamoyl]-2-ethenylcyclopropyl}-19-hydroxy-5,8-dioxo-1,2,3,3a,5,6,7,8,11,12,20,23,24,24a-tetradecahydro-10H-9,12-methanocyclopenta[18,19][1,10,3,6]dioxadiazacyclononadecino[11,12-b]quinoline-10-carboxamide), C3, N1(CCCCC1)CCO (2-(piperidin-1-yl)ethanol), CP(C)C (trimethylphosphine), CC(C)OC(=O)/N=N/C(=O)OC(C)C (diisopropylazodicarboxylate), intermediates A1, B6. Solvent: C1CCOC1 (THF), C(C)(=O)OCC (ethyl acetate), O (water). Conditions: time 18 hour. The product is C(C)(C)(C)[C@@H]1NC(O[C@H]2[C@H](CC/C=C/CC=3C(=NC=4C=CC=CC4C3OCCN3CCCCC3)O[C@@H]3C[C@H](N(C1=O)C3)C(=O)N[C@]3([C@@H](C3)C=C)C(NS(=O)(=O)C3CC3)=O)CCC2)=O ((3aR,7S,10S,12R,21E,24aS)-7-tert-butyl-N-{(1R,2S)-1-[(cyclopropylsulfonyl)carbamoyl]-2-ethenylcyclopropyl}-5,8-dioxo-19-[2-(piperidin-1-yl)ethoxy]-1,2,3,3a,5,6,7,8,11,12,20,23,24,24a-tetradecahydro-10H-9,12-methanocyclopenta[18,19][1,10,3,6]dioxadiazacyclononadecino[11,12-b]quinoline-10-carboxamide). RXN SMILES: [C:1]([C@H:5]1[C:32](=[O:33])[N:31]2[CH2:34][C@@H:28]([CH2:29][C@H:30]2[C:35]([NH:37][C@:38]2([C:43](=[O:51])[NH:44][S:45]([CH:48]3[CH2:50][CH2:49]3)(=[O:47])=[O:46])[CH2:40][C@H:39]2[CH:41]=[CH2:42])=[O:36])[O:27][C:17]2=[N:18][C:19]3[CH:20]=[CH:21][CH:22]=[CH:23][C:24]=3[C:25]([OH:26])=[C:16]2[CH2:15][CH:14]=[CH:13][CH2:12][CH2:11][C@@H:10]2[CH2:52][CH2:53][CH2:54][C@H:9]2[O:8][C:7](=[O:55])[NH:6]1)([CH3:4])([CH3:3])[CH3:2].[N:56]1([CH2:62][CH2:63]O)[CH2:61][CH2:60][CH2:59][CH2:58][CH2:57]1.CP(C)C.CC(OC(/N=N/C(OC(C)C)=O)=O)C>C1COCC1.C(OCC)(=O)C.O>[C:1]([C@H:5]1[C:32](=[O:33])[N:31]2[CH2:34][C@@H:28]([CH2:29][C@H:30]2[C:35]([NH:37][C@:38]2([C:43](=[O:51])[NH:44][S:45]([CH:48]3[CH2:50][CH2:49]3)(=[O:46])=[O:47])[CH2:40][C@H:39]2[CH:41]=[CH2:42])=[O:36])[O:27][C:17]2=[N:18][C:19]3[CH:20]=[CH:21][CH:22]=[CH:23][C:24]=3[C:25]([O:26][CH2:63][CH2:62][N:56]3[CH2:61][CH2:60][CH2:59][CH2:58][CH2:57]3)=[C:16]2[CH2:15][CH:14]=[CH:13][CH2:12][CH2:11][C@@H:10]2[CH2:52][CH2:53][CH2:54][C@H:9]2[O:8][C:7](=[O:55])[NH:6]1)([CH3:2])([CH3:3])[CH3:4]. Procedure details: To a solution of (3aR,7S,10S,12R,21E,24aS)-7-tert-butyl-N-{(1R,2S)-1-[(cyclopropylsulfonyl)carbamoyl]-2-ethenylcyclopropyl}-19-hydroxy-5,8-dioxo-1,2,3,3a,5,6,7,8,11,12,20,23,24,24a-tetradecahydro-10H-9,12-methanocyclopenta[18,19][1,10,3,6]dioxadiazacyclononadecino[11,12-b]quinoline-10-carboxamide (synthesized by the method described in Example 17 with intermediates A1, B6, C3) (40 mg) in THF (0.8 mL) under nitrogen was added 2-(piperidin-1-yl)ethanol (0.137 mL), trimethylphosphine (1.028 mL) and... Starting materials: CCO, [Cl-], Cl, [NH3+]CCF, O=[N+]([O-])c1ncc[nH]1, [Na+], O=[N+]([O-])c1nccn1CC1CO1, [OH-]. The product is Cl, O=[N+]([O-])c1nccn1CC(O)CNCCF. RXN SMILES: [CH3:29][CH2:30][OH:31].[Cl-:21].[ClH:28].[F:22][CH2:23][CH2:24][NH3+:25].[N+:13]([c:14]1[nH:15][cH:16][cH:17][n:18]1)([O-:19])=[O:20].[Na+:27].[O:1]1[CH:2]([CH2:3][n:4]2[c:5]([N+:9](=[O:10])[O-:11])[n:6][cH:7][cH:8]2)[CH2:12]1.[OH-:26]>>[ClH:21].[OH:1][CH:2]([CH2:3][n:4]1[c:5]([N+:9](=[O:10])[O-:11])[n:6][cH:7][cH:8]1)[CH2:12][NH:25][CH2:24][CH2:23][F:22]. Reactants: COC(=O)c1ccc2c(c1)c(Cc1ccc(C(=O)O)cc1OC)cn2C, CCN=C=NCCCN(C)C, Cc1ccccc1S(N)(=O)=O, CN(C)c1ccncc1, CCOC(C)=O, Cl, C1CCOC1. Product: COC(=O)c1ccc2c(c1)c(Cc1ccc(C(=O)NS(=O)(=O)c3ccccc3C)cc1OC)cn2C. Reaction SMILES: [CH3:1][O:2][C:3](=[O:4])[c:5]1[cH:6][c:7]2[c:8]([CH2:15][c:16]3[c:17]([O:25][CH3:26])[cH:18][c:19]([C:20](=[O:21])[OH:22])[cH:23][cH:24]3)[cH:9][n:10]([CH3:14])[c:11]2[cH:12][cH:13]1.[CH3:28][N:29]([CH3:30])[CH2:31][CH2:32][CH2:33][N:34]=[C:35]=[N:36][CH2:37][CH3:38].[CH3:39][c:40]1[c:41]([S:46](=[O:47])(=[O:48])[NH2:49])[cH:42][cH:43][cH:44][cH:45]1.[CH3:55][N:56]([CH3:57])[c:58]1[cH:59][cH:60][n:61][cH:62][cH:63]1.[CH3:64][CH2:65][O:66][C:67](=[O:68])[CH3:69].[ClH:27].[O:50]1[CH2:51][CH2:52][CH2:53][CH2:54]1>>[CH3:1][O:2][C:3](=[O:4])[c:5]1[cH:6][c:7]2[c:8]([CH2:15][c:16]3[c:17]([O:25][CH3:26])[cH:18][c:19]([C:20](=[O:22])[NH:49][S:46]([c:41]4[c:40]([CH3:39])[cH:45][cH:44][cH:43][cH:42]4)(=[O:47])=[O:48])[cH:23][cH:24]3)[cH:9][n:10]([CH3:14])[c:11]2[cH:12][cH:13]1. Starting materials: [Cl-].Cl (chloride hydrochloric acid), [OH-].[Na+] (sodium hydroxide), Cl (hydrochloric acid), C1C(C)O1 (propylene oxide), oxide, O (water), stainless steel, C=CC (propylene), C(=O)=O (carbon dioxide). Solvent: C(C)C(=O)C (methyl ethyl ketone). Reaction conditions: temperature -78 celsius. Product: C1C(C)O1 (propylene oxide), CC(=O)C (acetone), C1(OCC(C)O1)=O (propylene carbonate). Yield: 5.0%. RXN SMILES: O.[CH2:2]=[CH:3][CH3:4].[C:5](=[O:7])=[O:6].[Cl-].Cl.[CH2:10]1[O:13][CH:11]1[CH3:12].Cl.[OH-].[Na+]>C(C(C)=O)C>[CH2:10]1[O:13][CH:11]1[CH3:12].[CH3:10][C:11]([CH3:12])=[O:13].[C:5]1(=[O:13])[O:7][CH:3]([CH3:4])[CH2:2][O:6]1 |f:3.4,7.8|. Procedure details: 4.0 g thallic oxide (8.8 mmoles) and 30 g water (1.7 moles) were added to a 300 cc Autoclave Engineers stainless steel Magnedrive Autoclave. The autoclave was cooled to -78° C. and 40 g propylene (0.95 mole) and 100 g carbon dioxide (2.3 mole) were introduced. The autoclave was then heated to 100° C. for 1.0 hour to reach a total pressure of 196.8 kg/cm2. The autoclave volatiles were then vented into a methyl ethyl ketone solution followed by a 0.10 M megnesium chloride-hydrochloric acid scrubbe... The reactants are O=C([O-])O, CCOC(C)=O, ClCCl, [Na+], [Na+], [Na+], CC(C)c1nc(C(=O)N2CCOC3(CCN(Cc4cc(CCO)cs4)CC3)C2)cs1, O=C(O)C(F)(F)F, O=S([O-])([O-])=S. Product: CC(C)c1nc(C(=O)N2CCOC3(CCN(Cc4cc(CC=O)cs4)CC3)C2)cs1. As a reaction SMILES: [C:45](=[O:46])([OH:47])[O-:48].[CH3:53][CH2:54][O:55][C:56](=[O:57])[CH3:58].[Cl:50][CH2:51][Cl:52].[Na+:43].[Na+:44].[Na+:49].[OH:1][CH2:2][CH2:3][c:4]1[cH:5][c:6]([CH2:9][N:10]2[CH2:11][CH2:12][C:13]3([CH2:14][N:15]([C:19](=[O:20])[c:21]4[n:22][c:23]([CH:26]([CH3:27])[CH3:28])[s:24][cH:25]4)[CH2:16][CH2:17][O:18]3)[CH2:29][CH2:30]2)[s:7][cH:8]1.[OH:31][C:32]([C:33]([F:34])([F:35])[F:36])=[O:37].[S:38]([O-:39])([O-:40])(=[O:41])=[S:42]>>[O:1]=[CH:2][CH2:3][c:4]1[cH:5][c:6]([CH2:9][N:10]2[CH2:11][CH2:12][C:13]3([CH2:14][N:15]([C:19](=[O:20])[c:21]4[n:22][c:23]([CH:26]([CH3:27])[CH3:28])[s:24][cH:25]4)[CH2:16][CH2:17][O:18]3)[CH2:29][CH2:30]2)[s:7][cH:8]1.